The task is: describe an organic reaction: reactants, conditions, products, and yield. This data is from the Open Reaction Database (ORD), a public repository of structured organic reaction records. Starting materials: CC(=O)O[BH-](OC(C)=O)OC(C)=O, CC(=O)O, CC(C)=O, CC(Cl)Cl, ClCCl, [Na+], Cc1ccc(Cl)c(-c2ccc(CN3CCNC(c4ccccc4)C3)cc2)c1. Product: Cc1ccc(Cl)c(-c2ccc(CN3CCN(C(C)C)C(c4ccccc4)C3)cc2)c1. As a reaction SMILES: [C:28]([O:29][BH-:30]([O:31][C:38](=[O:32])[CH3:39])[O:33][C:34](=[O:35])[CH3:36])(=[O:37])[CH3:40].[CH3:42][C:43](=[O:44])[OH:45].[CH3:50][C:51](=[O:52])[CH3:53].[Cl:46][CH:47]([Cl:48])[CH3:49].[Cl:54][CH2:55][Cl:56].[Na+:41].[c:1]1([CH:7]2[CH2:8][N:9]([CH2:13][c:14]3[cH:15][cH:16][c:17](-[c:20]4[c:21]([Cl:27])[cH:22][cH:23][c:24]([CH3:26])[cH:25]4)[cH:18][cH:19]3)[CH2:10][CH2:11][NH:12]2)[cH:2][cH:3][cH:4][cH:5][cH:6]1>>[c:1]1([CH:7]2[CH2:8][N:9]([CH2:13][c:14]3[cH:15][cH:16][c:17](-[c:20]4[c:21]([Cl:27])[cH:22][cH:23][c:24]([CH3:26])[cH:25]4)[cH:18][cH:19]3)[CH2:10][CH2:11][N:12]2[CH:38]([CH3:39])[CH3:42])[cH:2][cH:3][cH:4][cH:5][cH:6]1. Reactants: CCCCOCCCC, [Cu], Ic1ccccc1, [K+], [K+], CN1CCN(S(=O)(=O)c2ccc(CCC(=O)c3ccc(Cl)cc3N)cc2)CC1, O=C([O-])[O-]. Yields the product CN1CCN(S(=O)(=O)c2ccc(CCC(=O)c3ccc(Cl)cc3Nc3ccccc3)cc2)CC1. Reaction SMILES: [CH2:42]([O:43][CH2:44][CH2:45][CH2:46][CH3:47])[CH2:48][CH2:49][CH3:50].[Cu:51].[I:35][c:36]1[cH:37][cH:38][cH:39][cH:40][cH:41]1.[K+:29].[K+:30].[NH2:1][c:2]1[c:3]([C:9]([CH2:10][CH2:11][c:12]2[cH:13][cH:14][c:15]([S:18](=[O:19])(=[O:20])[N:21]3[CH2:22][CH2:23][N:24]([CH3:27])[CH2:25][CH2:26]3)[cH:16][cH:17]2)=[O:28])[cH:4][cH:5][c:6]([Cl:8])[cH:7]1.[O-:31][C:32]([O-:33])=[O:34]>>[NH:1]([c:2]1[c:3]([C:9]([CH2:10][CH2:11][c:12]2[cH:13][cH:14][c:15]([S:18](=[O:19])(=[O:20])[N:21]3[CH2:22][CH2:23][N:24]([CH3:27])[CH2:25][CH2:26]3)[cH:16][cH:17]2)=[O:28])[cH:4][cH:5][c:6]([Cl:8])[cH:7]1)[c:36]1[cH:37][cH:38][cH:39][cH:40][cH:41]1. Starting materials: [H-].[Na+] (sodium hydride), aqueous solution, [Cl-].[NH4+] (ammonium chloride), N1C(NC(C1)=O)=O (2,4-imidazolidinedione), ClCC(=O)NC=1C2=CC=CC=C2N=C2CCCCC12 (9-chloroacetylamino-1,2,3,4-tetrahydroacridine). The solvent is CN(C=O)C (dimethylformamide). Reaction conditions: time 30 minute. The product is N1C(N(C(C1)=O)CC(=O)NC=1C2=CC=CC=C2N=C2CCCCC12)=O (2-(2,4-imidazolidinedione-3-yl)-N-(1,2,3,4-tetrahydroacridin-9-yl)acetamide). The yield is 73.8%. Reaction SMILES: [H-].[Na+].[NH:3]1[CH2:7][C:6](=[O:8])[NH:5][C:4]1=[O:9].Cl[CH2:11][C:12]([NH:14][C:15]1[C:16]2[C:21]([N:22]=[C:23]3[C:28]=1[CH2:27][CH2:26][CH2:25][CH2:24]3)=[CH:20][CH:19]=[CH:18][CH:17]=2)=[O:13].[Cl-].[NH4+]>CN(C)C=O>[NH:3]1[CH2:7][C:6](=[O:8])[N:5]([CH2:11][C:12]([NH:14][C:15]2[C:16]3[C:21]([N:22]=[C:23]4[C:28]=2[CH2:27][CH2:26][CH2:25][CH2:24]4)=[CH:20][CH:19]=[CH:18][CH:17]=3)=[O:13])[C:4]1=[O:9] |f:0.1,4.5|. Procedure details: In 20 ml of dimethylformamide was suspended 0.8 g (content: 60%) of sodium hydride, and then 3 g of 2,4-imidazolidinedione was added to the suspension and the mixture was stirred at room temperature for 30 minutes. Then, 2.75 g of 9-chloroacetylamino-1,2,3,4-tetrahydroacridine (described in "Chem. listy, Vol. 51, p. 1906 (1957)") was added to the mixture and reaction was carried out by heating to 80° C. for 30 minutes. After cooling to 10° C., the mixture was poured into 100 ml of an aqueous sol... As a reaction SMILES: [OH:1][CH:2]([C:17]1[CH:22]=[CH:21][C:20]([O:23][CH3:24])=[CH:19][CH:18]=1)[CH2:3][N:4]1[CH2:9][CH2:8][C:7]([C:10]2[S:11][CH2:12][C:13](=[O:16])[NH:14][N:15]=2)=[CH:6][CH2:5]1.[CH:25](O)([CH3:27])[CH3:26].O.C1(C)C=CC(S(O)(=O)=O)=CC=1.[OH-].[Na+]>C1C=CC=CC=1>[CH:25]([O:1][CH:2]([C:17]1[CH:18]=[CH:19][C:20]([O:23][CH3:24])=[CH:21][CH:22]=1)[CH2:3][N:4]1[CH2:9][CH2:8][C:7]([C:10]2[S:11][CH2:12][C:13](=[O:16])[NH:14][N:15]=2)=[CH:6][CH2:5]1)([CH3:27])[CH3:26] |f:2.3,4.5|. Procedure details: 2-[1-[2-Hydroxy-2-(4-methoxyphenyl)ethyl]-1,2,5,6-tetrahydropyrid-4-yl]-4H,6H-1,3,4-thiadiazin-5-one (300 mg, 0.86 mmol) was suspended in mixed solution of isopropanol(15 ml) and benzene (25 ml), added with p-toluenesulfonic acid monohydrate (4.5 g, 0.02 mol) and refluxed for 5 hours while being dehydrated by a Dean-Stark's dehydrator. After allowing to cool to room temperature, the reaction mixture was added dropwise to 1Naqueous sodium hydroxide (30 ml). The benzen layer was separated and the ... The solvent is C1=CC=CC=C1 (benzene). Reactants: OC(CN1CC=C(CC1)C=1SCC(NN1)=O)C1=CC=C(C=C1)OC (2-[1-[2-Hydroxy-2-(4-methoxyphenyl)ethyl]-1,2,5,6-tetrahydropyrid-4-yl]-4H,6H-1,3,4-thiadiazin-5-one), [OH-].[Na+] (sodium hydroxide), C(C)(C)O (isopropanol), O.C1(=CC=C(C=C1)S(=O)(=O)O)C (p-toluenesulfonic acid monohydrate). Yields the product C(C)(C)OC(CN1CC=C(CC1)C=1SCC(NN1)=O)C1=CC=C(C=C1)OC (2-[1-[2-Isopropoxy-2-(4-methoxyphenyl)ethyl]-1,2,5,6-tetrahydropyrid-4-yl]-4H,6H-1,3,4-thiadiazin-5-one). Starting materials: ClC=1C=C(C=NC1CO)CN[C@@H]1[C@@H](CN(CC1)CCN1C(C=CC2=NC=C(C=C12)F)=O)O (1-{2-[(3R,4S)-4-({[5-chloro-6-(hydroxymethyl)-3-pyridinyl]methyl}amino)-3-hydroxy-1-piperidinyl]ethyl}-7-fluoro-1,5-naphthyridin-2(1H)-one), Cl (HCl). Run in C(Cl)Cl (DCM). Conditions: time 30 minute. The product is Cl.ClC=1C=C(C=NC1CO)CN[C@@H]1[C@@H](CN(CC1)CCN1C(C=CC2=NC=C(C=C12)F)=O)O (1-{2-[(3R,4S)-4-({[5-chloro-6-(hydroxymethyl)-3-pyridinyl]methyl}amino)-3-hydroxy-1-piperidinyl]ethyl}-7-fluoro-1,5-naphthyridin-2(1H)-one hydrochloride). The yield is 185.7%. Reaction SMILES: [Cl:1][C:2]1[CH:3]=[C:4]([CH2:10][NH:11][C@H:12]2[CH2:17][CH2:16][N:15]([CH2:18][CH2:19][N:20]3[C:29]4[C:24](=[N:25][CH:26]=[C:27]([F:30])[CH:28]=4)[CH:23]=[CH:22][C:21]3=[O:31])[CH2:14][C@H:13]2[OH:32])[CH:5]=[N:6][C:7]=1[CH2:8][OH:9].Cl>C(Cl)Cl>[ClH:1].[Cl:1][C:2]1[CH:3]=[C:4]([CH2:10][NH:11][C@H:12]2[CH2:17][CH2:16][N:15]([CH2:18][CH2:19][N:20]3[C:29]4[C:24](=[N:25][CH:26]=[C:27]([F:30])[CH:28]=4)[CH:23]=[CH:22][C:21]3=[O:31])[CH2:14][C@H:13]2[OH:32])[CH:5]=[N:6][C:7]=1[CH2:8][OH:9] |f:3.4|. Procedure: To a solution of 1-{2-[(3R,4S)-4-({[5-chloro-6-(hydroxymethyl)-3-pyridinyl]methyl}amino)-3-hydroxy-1-piperidinyl]ethyl}-7-fluoro-1,5-naphthyridin-2(1H)-one (Example 3: 19.5 mg, 0.042 mmol) in DCM (2 ml) at 0° C. was added HCl (4M in 1,4-dioxane) (10.64 μl, 0.043 mmol). The reaction mixture was stirred at RT for 30 min, the solvent was evaporated under vacuum and the crude was dispersed in hexane/DCM. The precipitated solid was isolated by filtration under vacuum and washed with DCM and hexane. T... Reactants: C(CC(=O)C)(=O)OC(C)(C)C (t-butyl acetoacetate), C(C)C1=CC=C(C=C1)CC(=O)Cl (4-ethylphenylacetyl chloride), C(CC(O)(C(=O)O)CC(=O)O)(=O)O (citric acid), [Cl-].[Mg+2].[Cl-] (magnesium chloride). RXN SMILES: [Cl-].[Mg+2].[Cl-].[C:4]([O:10][C:11]([CH3:14])([CH3:13])[CH3:12])(=[O:9])[CH2:5][C:6]([CH3:8])=[O:7].[CH2:15]([C:17]1[CH:22]=[CH:21][C:20]([CH2:23][C:24](Cl)=[O:25])=[CH:19][CH:18]=1)[CH3:16].C(O)(=O)CC(CC(O)=O)(C(O)=O)O>ClCCl.N1C=CC=CC=1>[C:6]([CH:5]([C:24](=[O:25])[CH2:23][C:20]1[CH:21]=[CH:22][C:17]([CH2:15][CH3:16])=[CH:18][CH:19]=1)[C:4]([O:10][C:11]([CH3:14])([CH3:13])[CH3:12])=[O:9])(=[O:7])[CH3:8] |f:0.1.2|. Reported procedure: A suspension of magnesium chloride (1.74 g) in dichloromethane (30 ml) was cooled to 0° C., and thereto were added t-butyl acetoacetate (3.03 ml) and pyridine (2.96 ml), and successively was added a solution of the above 4-ethylphenylacetyl chloride in dichloromethane (30 ml). The mixture was stirred at the same temperature for 2.5 hours, and an aqueous citric acid solution was added thereto. The mixture was extracted with chloroform. The extract was washed with brine, and dried over sodium sulf... Conditions: temperature 0 celsius, time 2.5 hour. The solvent is N1=CC=CC=C1 (pyridine), ClCCl (dichloromethane), ClCCl (dichloromethane). The product is C(C)(=O)C(C(=O)OC(C)(C)C)C(CC1=CC=C(C=C1)CC)=O (t-butyl 2-acetyl-4-(4-ethylphenyl)-3-oxobutyrate). RXN SMILES: [CH3:1][C:2]1[O:6][C:5]([C:7]2[CH:12]=[CH:11][CH:10]=[CH:9][CH:8]=2)=[N:4][C:3]=1/[CH:13]=[CH:14]/[C:15]1[CH:33]=[CH:32][C:18]([CH2:19][O:20][C:21]2[CH:26]=[CH:25][CH:24]=[CH:23][C:22]=2[CH2:27][C:28]([O:30]C)=[O:29])=[CH:17][CH:16]=1.O1CCCC1.[OH-].[Na+].Cl>O.C(O)C>[CH3:1][C:2]1[O:6][C:5]([C:7]2[CH:8]=[CH:9][CH:10]=[CH:11][CH:12]=2)=[N:4][C:3]=1/[CH:13]=[CH:14]/[C:15]1[CH:16]=[CH:17][C:18]([CH2:19][O:20][C:21]2[CH:26]=[CH:25][CH:24]=[CH:23][C:22]=2[CH2:27][C:28]([OH:30])=[O:29])=[CH:32][CH:33]=1 |f:2.3|. The reactants are CC1=C(N=C(O1)C1=CC=CC=C1)/C=C/C1=CC=C(COC2=C(C=CC=C2)CC(=O)OC)C=C1 (methyl 2-[2-[4-[(E)-2-(5-methyl-2-phenyl-4-oxazolyl)ethenyl]benzyloxy]phenyl]acetate), O1CCCC1 (tetrahydrofuran), [OH-].[Na+] (sodium hydroxide), Cl (Hydrochloric acid). Conditions: time 15 hour. Solvent: C(C)O (ethanol), O (water). The product is CC1=C(N=C(O1)C1=CC=CC=C1)/C=C/C1=CC=C(COC2=C(C=CC=C2)CC(=O)O)C=C1 (2-[2-[4-[(E)-2-(5-methyl-2-phenyl-4-oxazolyl)ethenyl]benzyloxy]phenyl]acetic acid). The yield is 72.8%. Procedure: To a mixture of methyl 2-[2-[4-[(E)-2-(5-methyl-2-phenyl-4-oxazolyl)ethenyl]benzyloxy]phenyl]acetate (0.44 g), tetrahydrofuran (2 mL) and ethanol (2 mL) was added a 1N aqueous sodium hydroxide solution (2 mL) and the mixture was stirred at room temperature for 15 hrs. 1N Hydrochloric acid and water were added to acidify the reaction mixture, and the, mixture was extracted with ethyl acetate. The organic layer was washed with saturated brine, dried over anhydrous magnesium sulfate and concentrate...